From a dataset of the Open Reaction Database (ORD), a public repository of structured organic reaction records. describe an organic reaction: reactants, conditions, products, and yield Starting materials: ( 2 ), C(=O)([O-])[O-].[K+].[K+] (K2CO3), OC=1C(=NC=CC1)C(=O)OC1=C(C(=C(C(=C1F)F)F)F)F (Pentafluorophenyl 3-hydroxypyridine-2-carboxylate), FC(OC=1C=C(C=CC1)CC(=O)Cl)(F)F ((3-trifluoromethoxyphenyl)acetyl chloride). The solvent is C(C)#N (acetonitrile), C(C)#N (acetonitrile), O (water), O (water). Reaction conditions: temperature 22.5 celsius, time 12 hour. The product is OC1=C(C(OC=2C1=NC=CC2)=O)C2=CC(=CC=C2)OC(F)(F)F (4-Hydroxy-3-(3-trifluoromethoxyphenyl)pyrano[3,2-b]pyridin-2-one). The yield is 44.3%. Reaction SMILES: C([O-])([O-])=O.[K+].[K+].[OH:7][C:8]1[C:9]([C:14]([O:16]C2C(F)=C(F)C(F)=C(F)C=2F)=O)=[N:10][CH:11]=[CH:12][CH:13]=1.[F:28][C:29]([F:42])([F:41])[O:30][C:31]1[CH:32]=[C:33]([CH2:37][C:38](Cl)=[O:39])[CH:34]=[CH:35][CH:36]=1>C(#N)C.O>[OH:16][C:14]1[C:9]2=[N:10][CH:11]=[CH:12][CH:13]=[C:8]2[O:7][C:38](=[O:39])[C:37]=1[C:33]1[CH:34]=[CH:35][CH:36]=[C:31]([O:30][C:29]([F:28])([F:41])[F:42])[CH:32]=1 |f:0.1.2|. Reported procedure: 3.5 g of K2CO3 were added to a solution of 0.64 g of pentafluorophenyl 3-hydroxy-pyridine-2-carboxylate (from step 1) and 0.5 g of (3-trifluoromethoxyphenyl)acetyl chloride in 150 ml of acetonitrile, and the mixture was stirred at 20-25° C. under an atmosphere of nitrogen for about 12 hours. After filtration, the solvent was removed from the filtrate and the residue obtained was taken up in water and, after acidification to pH<4, extracted with CH2Cl2. The organic phase was dried, then freed fro...